This data is from the Open Reaction Database (ORD), a public repository of structured organic reaction records. The task is: describe an organic reaction: reactants, conditions, products, and yield As a reaction SMILES: [OH:1][CH2:2][CH2:3][NH:4][N:5]=[CH:6][C:7](=[N:10][OH:11])[C:8]#[N:9]>C(O)CCC>[NH2:9][C:8]1[N:4]([CH2:3][CH2:2][OH:1])[N:5]=[CH:6][C:7]=1[N:10]=[O:11]. Reactants: OCCNN=CC(C#N)=NO (3-(2-hydroxyethyl)hydrazono-2-hydroxyiminopropionitrile). Conditions: time 1 hour. Reported procedure: In a flask having an inner volume of 25 ml and equipped with a stirring device, a thermometer and a reflux condenser were charged 0.94 g (6 mmol) of 3-(2-hydroxyethyl)hydrazono-2-hydroxyiminopropionitrile synthesized by the same method as in Example 5 and 6 ml of n-butyl alcohol, and the mixture was reacted at 110° C. for 3 hours, and further at 5 to 10° C. for 1 hour. After completion of the reaction, the reaction mixture was filtered, and the filtrate was dried under reduced pressure to give 0... Yield: 65.1%. The solvent is C(CCC)O (n-butyl alcohol). Product: NC1=C(C=NN1CCO)N=O (5-amino-1-(2-hydroxyethyl)-4-nitrosopyrazole). The reactants are Cl (hydrochloric acid), [OH-].[Na+] (sodium hydroxide), CO (methanol), OC1=C(C(=O)OC(C)(C)C)C(=CC=C1C(F)(F)F)COC1=CC=C(C=C1)C1=CC(=C(C=C1)CC(=O)OC)C (tert-butyl 2-hydroxy-6-[({4′-[(methoxycarbonyl)methyl]-3′-methyl-1,1′-biphenyl-4-yl}oxy)methyl]-3-(trifluoromethyl)benzoate). Solvent: O1CCCC1 (tetrahydrofuran). Conditions: time 6 hour. Product: C(C)(C)(C)OC(=O)C1=C(COC2=CC=C(C=C2)C2=CC(=C(C=C2)CC(=O)O)C)C=CC(=C1O)C(F)(F)F ((4′-{[2-(tert-Butoxycarbonyl)-3-hydroxy-4-(trifluoromethyl)benzyl]oxy}-3-methyl-1,1′-biphenyl-4-yl)acetic acid). Isolated yield 84.8%. Reaction SMILES: [OH-].[Na+].CO.[OH:5][C:6]1[C:18]([C:19]([F:22])([F:21])[F:20])=[CH:17][CH:16]=[C:15]([CH2:23][O:24][C:25]2[CH:30]=[CH:29][C:28]([C:31]3[CH:36]=[CH:35][C:34]([CH2:37][C:38]([O:40]C)=[O:39])=[C:33]([CH3:42])[CH:32]=3)=[CH:27][CH:26]=2)[C:7]=1[C:8]([O:10][C:11]([CH3:14])([CH3:13])[CH3:12])=[O:9].Cl>O1CCCC1>[C:11]([O:10][C:8]([C:7]1[C:6]([OH:5])=[C:18]([C:19]([F:20])([F:21])[F:22])[CH:17]=[CH:16][C:15]=1[CH2:23][O:24][C:25]1[CH:30]=[CH:29][C:28]([C:31]2[CH:36]=[CH:35][C:34]([CH2:37][C:38]([OH:40])=[O:39])=[C:33]([CH3:42])[CH:32]=2)=[CH:27][CH:26]=1)=[O:9])([CH3:14])([CH3:12])[CH3:13] |f:0.1|. Reported procedure: A 1N aqueous sodium hydroxide solution (3.0 ml, 3.0 mmol) and methanol (0.5 ml) were added to a solution of tert-butyl 2-hydroxy-6-[({4′-[(methoxycarbonyl)methyl]-3′-methyl-1,1′-biphenyl-4-yl}oxy)methyl]-3-(trifluoromethyl)benzoate (667 mg, 1.26 mmol) obtained in Example (17-3) in tetrahydrofuran (8.5 ml), and the mixture was stirred at room temperature for 6 hours. After the reaction mixture was poured into 0.5N hydrochloric acid and the mixture was extracted with ethyl acetate (three times), t...